This data is from the Open Reaction Database (ORD), a public repository of structured organic reaction records. The task is: describe an organic reaction: reactants, conditions, products, and yield Starting materials: benzene petroleum ether, ClC1=CC=C(C=C1)SC(C(=O)O)C1=CC=CC=C1 (α-(4-chlorophenylthio)-phenylacetic acid), O=S(Cl)Cl (SOCl2), N1CCCCC1 (piperidine). Yields the product ClC1=CC2=C(SC(=C2N2CCCCC2)C2=CC=CC=C2)C=C1 (5-chloro-3-piperidino-2-phenyl-benzo(b)thiophene). As a reaction SMILES: [Cl:1][C:2]1[CH:7]=[CH:6][C:5]([S:8][CH:9]([C:13]2[CH:18]=[CH:17][CH:16]=[CH:15][CH:14]=2)[C:10](O)=O)=[CH:4][CH:3]=1.O=S(Cl)Cl.[NH:23]1[CH2:28][CH2:27][CH2:26][CH2:25][CH2:24]1>>[Cl:1][C:2]1[CH:7]=[CH:6][C:5]2[S:8][C:9]([C:13]3[CH:18]=[CH:17][CH:16]=[CH:15][CH:14]=3)=[C:10]([N:23]3[CH2:28][CH2:27][CH2:26][CH2:25][CH2:24]3)[C:4]=2[CH:3]=1. Procedure: 20 g (72 mmole) of α-(4-chlorophenylthio)-phenylacetic acid and 20 milliliters (280 mmole) of SOCl2 are refluxed for 3 hours. After the excess SOCl2 has been removed, the crude acid chloride is dissolved in 100 milliliters of dioxan and, with stirring the cooling, 21.2 milliliters (290 mmole) of piperidine are added dropwise. After dilution in water, the mixture is extracted with CH2Cl2. By evaporating the organic phase dried over Na2SO4, 22.6 g (91% theory) of the piperidinium salt of α-(4-chlo... Starting materials: COC=1C=C(C(=O)CC#N)C=CC1OC (3,4-Dimethoxybenzoylacetonitrile), O.NN (hydrazine monohydrate). The solvent is C(C)O (ethanol). The product is NC1=NNC(=C1)C1=CC(=C(C=C1)OC)OC (3-amino-5-(3,4-dimethoxyphenyl)pyrazole). Reaction SMILES: [CH3:1][O:2][C:3]1[CH:4]=[C:5]([CH:11]=[CH:12][C:13]=1[O:14][CH3:15])[C:6]([CH2:8][C:9]#[N:10])=O.O.[NH2:17][NH2:18]>C(O)C>[NH2:10][C:9]1[CH:8]=[C:6]([C:5]2[CH:11]=[CH:12][C:13]([O:14][CH3:15])=[C:3]([O:2][CH3:1])[CH:4]=2)[NH:18][N:17]=1 |f:1.2|. Procedure: 3,4-Dimethoxybenzoylacetonitrile (3.6 g) was dissolved in ethanol (20 ml) to which was subsequently added hydrazine monohydrate (0.87 ml) under cooling with ice. The mixture was heated under reflux for 7 hours and allowed to cool. Then, the solvent was distilled away under a reduced pressure. The resultant residue was recrystallized from ethyl acetate to obtain the title compound (2.92 g) as colorless crystals (melting point: 124-125° C.).